From a dataset of the Open Reaction Database (ORD), a public repository of structured organic reaction records. describe an organic reaction: reactants, conditions, products, and yield Starting materials: CCC(O)C(CC)CNC(=O)OC(C)(C)C, C1CCOC1, CCOC(C)=O, CCOC(=O)N=NC(=O)OCC, O, c1ccc(P(c2ccccc2)c2ccccc2)cc1, Oc1cccc2ccc(-c3nnc4ccccn34)nc12. The product is CCC(CNC(=O)OC(C)(C)C)C(CC)Oc1cccc2ccc(-c3nnc4ccccn34)nc12. RXN SMILES: [CH2:21]([CH3:22])[CH:23]([CH2:24][NH:25][C:26]([O:27][C:28]([CH3:29])([CH3:30])[CH3:31])=[O:32])[CH:33]([CH2:34][CH3:35])[OH:36].[CH2:68]1[O:69][CH2:70][CH2:71][CH2:72]1.[CH3:74][CH2:75][O:76][C:77](=[O:78])[CH3:79].[O:56]=[C:57]([O:58][CH2:59][CH3:60])[N:61]=[N:62][C:63]([O:64][CH2:65][CH3:66])=[O:67].[OH2:73].[c:37]1([P:38]([c:39]2[cH:40][cH:41][cH:42][cH:43][cH:44]2)[c:45]2[cH:46][cH:47][cH:48][cH:49][cH:50]2)[cH:51][cH:52][cH:53][cH:54][cH:55]1.[n:1]1[n:2][c:3](-[c:10]2[n:11][c:12]3[c:13]([OH:20])[cH:14][cH:15][cH:16][c:17]3[cH:18][cH:19]2)[n:4]2[c:5]1[cH:6][cH:7][cH:8][cH:9]2>>[n:1]1[n:2][c:3](-[c:10]2[n:11][c:12]3[c:13]([O:20][CH:33]([CH:23]([CH2:21][CH3:22])[CH2:24][NH:25][C:26]([O:27][C:28]([CH3:29])([CH3:30])[CH3:31])=[O:32])[CH2:34][CH3:35])[cH:14][cH:15][cH:16][c:17]3[cH:18][cH:19]2)[n:4]2[c:5]1[cH:6][cH:7][cH:8][cH:9]2. Reagents/catalysts: C(C)(=O)[O-].[Rh+2].C(C)(=O)[O-] (rhodium (II) acetate). The product is OCCCOC1C(OCC1)=O (3-(3-Hydroxypropoxy)-dihydrofuran-2(3H)-one). The reactants are [N+](=[N-])=C1C(OCC1)=O (3-diazodihydrofuran-2(3H)-one), C(CCO)O (Propane-1,3-diol), [N+](=[N-])=C1C(OCC1)=O (3-diazodihydrofuran-2(3H)-one). As a reaction SMILES: [CH2:1]([OH:5])[CH2:2][CH2:3][OH:4].[N+](=[C:8]1[CH2:12][CH2:11][O:10][C:9]1=[O:13])=[N-]>ClCCl.C(OCC)C.C([O-])(=O)C.[Rh+2].C([O-])(=O)C>[OH:4][CH2:3][CH2:2][CH2:1][O:5][CH:8]1[CH2:12][CH2:11][O:10][C:9]1=[O:13] |f:4.5.6|. Reported procedure: Propane-1,3-diol (0.050 g, 0.657 mmol) was dissolved in dichloromethane (6.5 mL) and treated with rhodium (II) acetate (3 mg) then solution was heated to reflux. One third of a solution (ca. 2 mL) of 3-diazodihydrofuran-2(3H)-one (0.283 g, 0.986 mmol) dissolved in a mixture of dichloromethane (3 mL) and diethyl ether (2.5 mL) was added dropwise to the hot solution then the solution was heated at reflux for 30 minutes. The solution of 3-diazodihydrofuran-2(3H)-one was added in two portions (ca. 2... The solvent is ClCCl (dichloromethane), C(C)OCC (diethyl ether), ClCCl (dichloromethane). Starting materials: CN(C)C=O, NC(=O)CCl, [H-], [Na+], O, COC(=O)c1cc2cccc(O)c2n1C. Yields the product COC(=O)c1cc2cccc(OCC(N)=O)c2n1C. RXN SMILES: [CH3:24][N:25]([CH3:26])[CH:27]=[O:28].[Cl:18][CH2:19][C:20](=[O:21])[NH2:22].[H-:16].[Na+:17].[OH2:23].[OH:1][c:2]1[cH:3][cH:4][cH:5][c:6]2[cH:7][c:8]([C:12](=[O:13])[O:14][CH3:15])[n:9]([CH3:11])[c:10]12>>[O:1]([c:2]1[cH:3][cH:4][cH:5][c:6]2[cH:7][c:8]([C:12](=[O:13])[O:14][CH3:15])[n:9]([CH3:11])[c:10]12)[CH2:19][C:20](=[O:21])[NH2:22].